From a dataset of the Open Reaction Database (ORD), a public repository of structured organic reaction records. describe an organic reaction: reactants, conditions, products, and yield Reactants: C(CCC)N1C(C(N(CC1)C(C(=O)OC)CC1=CC=CC=C1)=O)=O (methyl 2-(4-butyl-2,3-dioxopiperazin-1-yl)-3-phenylpropanoate), O.[OH-].[Li+] (lithium hydroxide monohydrate), Cl (HCl). Run in C1CCOC1 (THF), O (water). Conditions: time 2 hour. Product: C(CCC)N1C(C(N(CC1)C(C(=O)O)CC1=CC=CC=C1)=O)=O (2-(4-butyl-2,3-dioxopiperazin-1-yl)-3-phenylpropanoic acid). As a reaction SMILES: [CH2:1]([N:5]1[CH2:10][CH2:9][N:8]([CH:11]([CH2:16][C:17]2[CH:22]=[CH:21][CH:20]=[CH:19][CH:18]=2)[C:12]([O:14]C)=[O:13])[C:7](=[O:23])[C:6]1=[O:24])[CH2:2][CH2:3][CH3:4].O.[OH-].[Li+].Cl>C1COCC1.O>[CH2:1]([N:5]1[CH2:10][CH2:9][N:8]([CH:11]([CH2:16][C:17]2[CH:18]=[CH:19][CH:20]=[CH:21][CH:22]=2)[C:12]([OH:14])=[O:13])[C:7](=[O:23])[C:6]1=[O:24])[CH2:2][CH2:3][CH3:4] |f:1.2.3|. Procedure details: To a solution of methyl 2-(4-butyl-2,3-dioxopiperazin-1-yl)-3-phenylpropanoate from Step A (130 mg, 0.39 mmol) in 10 mL THF and 3.9 mL water was added lithium hydroxide monohydrate (50 mg, 1.2 mmol). The reaction was stirred at rt for 2 h and HCl (1M, 1.2 mL) was added. Solvent evaporation gave 2-(4-butyl-2,3-dioxopiperazin-1-yl)-3-phenylpropanoic acid. 1H NMR (CD3OD) δ 7.26 (m, 5H), 5.18 (X of ABX, 1H, J=11.6 Hz, J=5 Hz), 3.55-3.17 (m, 8H), 1.50 (m, 2H), 1.27 (m, 2H), 0.92 (t, 3H, J=7.3 Hz). Reactants: C1CCOC1, CN1CCN(C)C(CCO)C1, [H-], [Na+], O=C(Oc1ccc([N+](=O)[O-])cc1)N1CCN(c2ccccc2)CC1. Product: CN1CCN(C)C(CCOC(=O)N2CCN(c3ccccc3)CC2)C1. RXN SMILES: [CH2:38]1[O:39][CH2:40][CH2:41][CH2:42]1.[CH3:1][N:2]1[CH:3]([CH2:9][CH2:10][OH:11])[CH2:4][N:5]([CH3:8])[CH2:6][CH2:7]1.[H-:13].[Na+:12].[c:14]1([N:20]2[CH2:21][CH2:22][N:23]([C:26](=[O:27])[O:28][c:29]3[cH:30][cH:31][c:32]([N+:33]([O-:34])=[O:35])[cH:36][cH:37]3)[CH2:24][CH2:25]2)[cH:15][cH:16][cH:17][cH:18][cH:19]1>>[CH3:1][N:2]1[CH:3]([CH2:9][CH2:10][O:11][C:26]([N:23]2[CH2:22][CH2:21][N:20]([c:14]3[cH:15][cH:16][cH:17][cH:18][cH:19]3)[CH2:25][CH2:24]2)=[O:27])[CH2:4][N:5]([CH3:8])[CH2:6][CH2:7]1. Reactants: C(C)(C)(C)OC(=O)N1CCNCC1 (t-Butyloxycarbonyl piperazine), O1C(=CC=C1)C(=O)Cl (furancarbonyl chloride). Product: O1C(=CC=C1)C(=O)N1CCN(CC1)C(=O)OC(C)(C)C (1,1-dimethylethyl 4-(2-furanylcarbonyl)-1-piperazinecarboxylate). Reaction SMILES: [C:1]([O:5][C:6]([N:8]1[CH2:13][CH2:12][NH:11][CH2:10][CH2:9]1)=[O:7])([CH3:4])([CH3:3])[CH3:2].[O:14]1[CH:18]=[CH:17][CH:16]=[C:15]1[C:19](Cl)=[O:20]>>[O:14]1[CH:18]=[CH:17][CH:16]=[C:15]1[C:19]([N:11]1[CH2:12][CH2:13][N:8]([C:6]([O:5][C:1]([CH3:4])([CH3:2])[CH3:3])=[O:7])[CH2:9][CH2:10]1)=[O:20]. Reported procedure: t-Butyloxycarbonyl piperazine (2.0 g, 10.7 mmol) was reacted with furancarbonyl chloride (1.40 g, 10.7 mmol) by the method of Example 4. Following chromatography, a 2.25 g sample of the title compound was obtained. The reactants are C(\C=C\CCCCCCC)(=O)O ((E)-2-decenoic acid), CN1CCNCCC1 (1-methyl-1,4-diazepane). Product: C(\C=C\CCCCCCC)(=O)N1CCN(CCC1)C (1-((E)-2-Decenoyl)-4-methyl-[1,4]diazepane). As a reaction SMILES: [C:1]([OH:12])(=O)/[CH:2]=[CH:3]/[CH2:4][CH2:5][CH2:6][CH2:7][CH2:8][CH2:9][CH3:10].[CH3:13][N:14]1[CH2:20][CH2:19][CH2:18][NH:17][CH2:16][CH2:15]1>>[C:1]([N:17]1[CH2:18][CH2:19][CH2:20][N:14]([CH3:13])[CH2:15][CH2:16]1)(=[O:12])/[CH:2]=[CH:3]/[CH2:4][CH2:5][CH2:6][CH2:7][CH2:8][CH2:9][CH3:10]. Reported procedure: The same procedures as in Example 2 were carried out using (E)-2-decenoic acid and 1-methyl-1,4-diazepane as starting raw materials, to produce an intended compound. Reactants: CC(=O)O, CCOC(C)=O, FC(F)(F)c1ccc(C23CNCC2C3)cc1, [Na+], C1CCOC1, [OH-], CC(=O)CCO. The product is CC(CCO)N1CC2CC2(c2ccc(C(F)(F)F)cc2)C1. RXN SMILES: [CH3:23][C:24](=[O:25])[OH:26].[CH3:34][CH2:35][O:36][C:37](=[O:38])[CH3:39].[F:1][C:2]([c:3]1[cH:4][cH:5][c:6]([C:9]23[CH2:10][NH:11][CH2:12][CH:13]2[CH2:14]3)[cH:7][cH:8]1)([F:15])[F:16].[Na+:28].[O:29]1[CH2:30][CH2:31][CH2:32][CH2:33]1.[OH-:27].[OH:17][CH2:18][CH2:19][C:20]([CH3:21])=[O:22]>>[F:1][C:2]([c:3]1[cH:4][cH:5][c:6]([C:9]23[CH2:10][N:11]([CH:20]([CH2:19][CH2:18][OH:17])[CH3:21])[CH2:12][CH:13]2[CH2:14]3)[cH:7][cH:8]1)([F:15])[F:16].